Task: describe an organic reaction: reactants, conditions, products, and yield. Dataset: the Open Reaction Database (ORD), a public repository of structured organic reaction records Reactants: ClC1=C2C=C(NC2=C(C=C1)[N+](=O)[O-])C(=O)OCC (4-chloro-2-ethoxycarbonyl-7-nitroindole), C(C)(=O)O (acetic acid). Run in O (water), O (water). Yield: 16.8%. Product: NC=1C=CC(=C2C=C(NC12)C(=O)OCC)Cl (7-amino-4-chloro-2-ethoxycarbonylindole). Reaction conditions: temperature 25 celsius, time 1 hour. The reagents and catalysts are [Fe] (iron). Procedure: A stirred solution of 2.68 grams (0.01 mole) of 4-chloro-2-ethoxycarbonyl-7-nitroindole, 80 mL of acetic acid, and 15 mL of water was heated to 65° C., and 18.3 grams (0.048 mole) of iron powder was slowly added during a 20 minute period. Upon completion of addition, the reaction mixture was allowed to cool to 25° C. where it stirred for one hour. After this time, the reaction mixture was poured into water, and the resulting mixture was filtered through diatomaceous earth. The filter cake was wa... Reaction SMILES: [Cl:1][C:2]1[CH:10]=[CH:9][C:8]([N+:11]([O-])=O)=[C:7]2[C:3]=1[CH:4]=[C:5]([C:14]([O:16][CH2:17][CH3:18])=[O:15])[NH:6]2.C(O)(=O)C>[Fe].O>[NH2:11][C:8]1[CH:9]=[CH:10][C:2]([Cl:1])=[C:3]2[C:7]=1[NH:6][C:5]([C:14]([O:16][CH2:17][CH3:18])=[O:15])=[CH:4]2.